The task is: describe an organic reaction: reactants, conditions, products, and yield. This data is from the Open Reaction Database (ORD), a public repository of structured organic reaction records. Starting materials: CN1C=CC=C1 (N-methylpyrrole), ClC(C(=O)Cl)(Cl)Cl (trichloroacetylchloride), pyrrole 2-trichloroketone, C(C)(C)(C)OC(=O)NC=1C=C(N(C1)C)C(=O)ON1N=NC2=C1C=CC=C2 (1,2,3-Benzotriazol-1-yl 4[[(tert-butyloxy)carbonyl]-amino]-1-methylpyrrole-2-carboxylate), CN1C=NC=C1 (N-methylimidazole), [N+](=O)(O)[O-] (nitric acid). The product is CN1C(=CC(=C1)[N+](=O)[O-])C(=O)OC (methyl 1-methyl-4-nitropyrrole-2-carboxylate), nitropyrrole trichloroketone. RXN SMILES: [C:1]([O:5][C:6](NC1C=C(C(ON2C3C=CC=CC=3N=N2)=O)N(C)C=1)=[O:7])(C)(C)C.CN1C=CN=C1.[CH3:33][N:34]1[CH:38]=[CH:37][CH:36]=[CH:35]1.ClC(Cl)(Cl)C(Cl)=O.[N+:46]([O-])([OH:48])=[O:47]>>[CH3:33][N:34]1[CH:38]=[C:37]([N+:46]([O-:48])=[O:47])[CH:36]=[C:35]1[C:6]([O:5][CH3:1])=[O:7]. Reported procedure: Nitroesters 6 and 10 were synthesized from the inexpensive N-methylpyrrole and N-methylimidazole as outlined in Schemes 10 and 11, respectively. Each of these compounds can be prepared economically on a large scale. Methyl 1-methyl-4-nitropyrrole-2-carboxylate (6) was prepared using a modification of the reported synthesis of pyrrole-2-trichloroketone. (Bailey et al. (1971) Org. Syn. 51:101). Briefly. reaction of the inexpensive N-methylpyrrole (14) with trichloroacetylchloride followed by nitra...